From a dataset of the Open Reaction Database (ORD), a public repository of structured organic reaction records. describe an organic reaction: reactants, conditions, products, and yield Reactants: [BH3-]C#N, CC(Cl)Cl, O=C(c1ccc(O)cc1)C(F)(F)F, [I-], [I-], [Na+], [Zn+2]. The product is Oc1ccc(C(O)C(F)(F)F)cc1. As a reaction SMILES: [C:14]([BH3-:15])#[N:16].[Cl:18][CH:19]([Cl:20])[CH3:21].[F:1][C:2]([C:3](=[O:4])[c:5]1[cH:6][cH:7][c:8]([OH:11])[cH:9][cH:10]1)([F:12])[F:13].[I-:22].[I-:24].[Na+:17].[Zn+2:23]>>[F:1][C:2]([CH:3]([OH:4])[c:5]1[cH:6][cH:7][c:8]([OH:11])[cH:9][cH:10]1)([F:12])[F:13]. Reactants: C1(=CC=CC=C1)SC (thioanisole), S(=O)(=O)(OC)OC (dimethyl sulfate), O (water). Solvent: C(C)OCC (diethyl ether). The product is S(=O)(=O)([O-])[O-].C[S+](C1=CC=CC=C1)C.C[S+](C)C1=CC=CC=C1 (dimethylphenylsulfonium sulfate). Reaction SMILES: [C:1]1([S:7][CH3:8])[CH:6]=[CH:5][CH:4]=[CH:3][CH:2]=1.[S:9]([O:14]C)([O:12][CH3:13])(=[O:11])=[O:10].O>C(OCC)C>[S:9]([O-:14])([O-:12])(=[O:11])=[O:10].[CH3:8][S+:7]([CH3:13])[C:1]1[CH:6]=[CH:5][CH:4]=[CH:3][CH:2]=1.[CH3:8][S+:7]([C:1]1[CH:6]=[CH:5][CH:4]=[CH:3][CH:2]=1)[CH3:13] |f:4.5.6|. Procedure: 6.2 g (0.05 mole) of thioanisole and 6.9 g (0.055 mole) of dimethyl sulfate were stirred for 12 hours at room temperature. 100 g of water and 50 ml of diethyl ether were added to the reaction solution whereupon the mixture separated into two layers. The aqueous layer was taken out, which was an aqueous solution of the target compound, dimethylphenylsulfonium sulfate. Reactants: CNC=1C(=CC(=CC1)[N+](=O)[O-])N (N1-Methyl-4-nitro-benzene-1,2-diamine), [N-]=C=S.[Br-] (bromide isothiocyanate), [OH-].[Na+] (NaOH). Solvent: CO (MeOH), CO (MeOH). Conditions: time 16 hour. The product is CN1C(=NC2=C1C=CC(=C2)[N+](=O)[O-])N (1-Methyl-5-nitro-1H-benzoimidazol-2-ylamine), solid. The yield is 90.0%. Reaction SMILES: [CH3:1][NH:2][C:3]1[C:4]([NH2:12])=[CH:5][C:6]([N+:9]([O-:11])=[O:10])=[CH:7][CH:8]=1.[N-:13]=[C:14]=S.[Br-].[OH-].[Na+]>CO>[CH3:1][N:2]1[C:3]2[CH:8]=[CH:7][C:6]([N+:9]([O-:11])=[O:10])=[CH:5][C:4]=2[N:12]=[C:14]1[NH2:13] |f:1.2,3.4|. Procedure: To a solution of N1-Methyl-4-nitro-benzene-1,2-diamine (5 g, 30 mmol) in MeOH was added bromide isothiocyanate (4.4 g, 42 mmol) and the mixture was stirred at rt. After 16 h. 6N NaOH solution was added to the reaction mixture until Ph˜10 and MeOH was then removed in vacuo. H2O was added and the solid was filtered and dried to give the title compound as an off white solid (5.2 g, 90%). MS (ESI) m/z=193 [M+H]+. Starting materials: O=C(n1ccnc1)n1ccnc1, C1CCOC1, CN(C)CCCN, O=C(O)c1ccccc1-c1nnc(CSCCOc2ccccc2)o1, CN(C)C=O. Product: CN(C)CCCNC(=O)c1ccccc1-c1nnc(CSCCOc2ccccc2)o1. As a reaction SMILES: [C:26]([n:27]1[cH:28][cH:29][n:30][cH:31]1)([n:32]1[cH:33][cH:34][n:35][cH:36]1)=[O:37].[CH2:50]1[O:51][CH2:52][CH2:53][CH2:54]1.[CH3:43][N:44]([CH2:45][CH2:46][CH2:47][NH2:48])[CH3:49].[O:1]([c:2]1[cH:3][cH:4][cH:5][cH:6][cH:7]1)[CH2:8][CH2:9][S:10][CH2:11][c:12]1[n:13][n:14][c:15](-[c:17]2[c:18]([C:19](=[O:20])[OH:21])[cH:22][cH:23][cH:24][cH:25]2)[o:16]1.[O:38]=[CH:39][N:40]([CH3:41])[CH3:42]>>[O:1]([c:2]1[cH:3][cH:4][cH:5][cH:6][cH:7]1)[CH2:8][CH2:9][S:10][CH2:11][c:12]1[n:13][n:14][c:15](-[c:17]2[c:18]([C:19](=[O:21])[NH:48][CH2:47][CH2:46][CH2:45][N:44]([CH3:43])[CH3:49])[cH:22][cH:23][cH:24][cH:25]2)[o:16]1. The reactants are CN(C)c1ccncc1, NC1CCN(Cc2cccnc2)C1, O=C(O)C1CCCCN1c1nc2ccccc2s1. Yields the product O=C(NC1CCN(Cc2cccnc2)C1)C1CCCCN1c1nc2ccccc2s1. Reaction SMILES: [CH3:32][N:33]([CH3:34])[c:35]1[cH:36][cH:37][n:38][cH:39][cH:40]1.[n:19]1[cH:20][c:21]([CH2:25][N:26]2[CH2:27][CH:28]([NH2:31])[CH2:29][CH2:30]2)[cH:22][cH:23][cH:24]1.[s:1]1[c:2]([N:10]2[CH:11]([C:16](=[O:17])[OH:18])[CH2:12][CH2:13][CH2:14][CH2:15]2)[n:3][c:4]2[c:5]1[cH:6][cH:7][cH:8][cH:9]2>>[s:1]1[c:2]([N:10]2[CH:11]([C:16](=[O:18])[NH:31][CH:28]3[CH2:27][N:26]([CH2:25][c:21]4[cH:20][n:19][cH:24][cH:23][cH:22]4)[CH2:30][CH2:29]3)[CH2:12][CH2:13][CH2:14][CH2:15]2)[n:3][c:4]2[c:5]1[cH:6][cH:7][cH:8][cH:9]2. The reactants are CCOC(=O)C1CCC(NC(=O)C2(CC(C(=O)O)C3C=CCCC3)CCCC2)CC1, CCO. Product: CCOC(=O)C1CCC(NC(=O)C2(CC(C(=O)O)C3CCCCC3)CCCC2)CC1. Reaction SMILES: [CH2:1]([CH3:2])[O:3][C:4](=[O:5])[CH:6]1[CH2:7][CH2:8][CH:9]([NH:12][C:13](=[O:14])[C:15]2([CH2:20][CH:21]([C:22](=[O:23])[OH:24])[CH:25]3[CH:26]=[CH:27][CH2:28][CH2:29][CH2:30]3)[CH2:16][CH2:17][CH2:18][CH2:19]2)[CH2:10][CH2:11]1.[CH3:31][CH2:32][OH:33]>>[CH2:1]([CH3:2])[O:3][C:4](=[O:5])[CH:6]1[CH2:7][CH2:8][CH:9]([NH:12][C:13](=[O:14])[C:15]2([CH2:20][CH:21]([C:22](=[O:23])[OH:24])[CH:25]3[CH2:26][CH2:27][CH2:28][CH2:29][CH2:30]3)[CH2:16][CH2:17][CH2:18][CH2:19]2)[CH2:10][CH2:11]1. The product is COC(=O)C(C)Oc1ccc(Oc2ncc3cc(Cl)ccc3n2)cc1. Starting materials: O=C([O-])[O-], CCC(C)=O, Clc1ccc2nc(Cl)ncc2c1, [K+], [K+], O, COC(=O)C(C)Oc1ccc(O)cc1. Reaction SMILES: [C:27](=[O:28])([O-:29])[O-:30].[CH2:33]([C:34]([CH3:35])=[O:36])[CH3:37].[Cl:1][c:2]1[n:3][c:4]2[cH:5][cH:6][c:7]([Cl:12])[cH:8][c:9]2[cH:10][n:11]1.[K+:31].[K+:32].[OH2:38].[OH:13][c:14]1[cH:15][cH:16][c:17]([O:18][CH:19]([C:20](=[O:21])[O:22][CH3:23])[CH3:24])[cH:25][cH:26]1>>[c:2]1([O:13][c:14]2[cH:15][cH:16][c:17]([O:18][CH:19]([C:20](=[O:21])[O:22][CH3:23])[CH3:24])[cH:25][cH:26]2)[n:3][c:4]2[cH:5][cH:6][c:7]([Cl:12])[cH:8][c:9]2[cH:10][n:11]1. The reactants are N#Cc1ccc(Br)cc1, Cc1ccccc1, [Na+], [Na+], O=C([O-])[O-], O, OB(O)c1cccc2c1oc1ccccc12. The product is N#Cc1ccc(-c2cccc3c2oc2ccccc23)cc1. As a reaction SMILES: [Br:17][c:18]1[cH:19][cH:20][c:21]([C:22]#[N:23])[cH:24][cH:25]1.[CH3:32][c:33]1[cH:34][cH:35][cH:36][cH:37][cH:38]1.[Na+:26].[Na+:27].[O-:28][C:29](=[O:30])[O-:31].[OH2:39].[cH:1]1[cH:2][cH:3][c:4]([B:14]([OH:15])[OH:16])[c:5]2[o:6][c:7]3[c:8]([c:9]12)[cH:10][cH:11][cH:12][cH:13]3>>[cH:1]1[cH:2][cH:3][c:4](-[c:18]2[cH:19][cH:20][c:21]([C:22]#[N:23])[cH:24][cH:25]2)[c:5]2[o:6][c:7]3[c:8]([c:9]12)[cH:10][cH:11][cH:12][cH:13]3. Reactants: COC(C1=CN=C(C=C1OC)Cl)=O (6-chloro-4-methoxy-nicotinic acid methyl ester), C(C)C1=C(C(=CC=C1)CC)B(O)O (2,6-diethylphenyl boronic acid), C(=O)([O-])[O-].[Na+].[Na+] (Na2CO3), CCCCCC (hexane). Reagents/catalysts: C=1C=CC(=CC1)[P](C=2C=CC=CC2)(C=3C=CC=CC3)[Pd]([P](C=4C=CC=CC4)(C=5C=CC=CC5)C=6C=CC=CC6)([P](C=7C=CC=CC7)(C=8C=CC=CC8)C=9C=CC=CC9)[P](C=1C=CC=CC1)(C=1C=CC=CC1)C=1C=CC=CC1 (Pd(PPh3)4). Run in C1(=CC=CC=C1)C (toluene). Run at temperature 80 celsius. The product is COC(C1=CN=C(C=C1OC)C1=C(C=CC=C1CC)CC)=O (6-(2,6-diethyl-phenyl)-4-methoxy-nicotinic acid methyl ester). As a reaction SMILES: [CH3:1][O:2][C:3](=[O:13])[C:4]1[C:9]([O:10][CH3:11])=[CH:8][C:7](Cl)=[N:6][CH:5]=1.[CH2:14]([C:16]1[CH:21]=[CH:20][CH:19]=[C:18]([CH2:22][CH3:23])[C:17]=1B(O)O)[CH3:15].C([O-])([O-])=O.[Na+].[Na+].CCCCCC>C1(C)C=CC=CC=1.C1C=CC([P]([Pd]([P](C2C=CC=CC=2)(C2C=CC=CC=2)C2C=CC=CC=2)([P](C2C=CC=CC=2)(C2C=CC=CC=2)C2C=CC=CC=2)[P](C2C=CC=CC=2)(C2C=CC=CC=2)C2C=CC=CC=2)(C2C=CC=CC=2)C2C=CC=CC=2)=CC=1>[CH3:1][O:2][C:3](=[O:13])[C:4]1[C:9]([O:10][CH3:11])=[CH:8][C:7]([C:17]2[C:18]([CH2:22][CH3:23])=[CH:19][CH:20]=[CH:21][C:16]=2[CH2:14][CH3:15])=[N:6][CH:5]=1 |f:2.3.4,^1:49,51,70,89|. Procedure: A mixture of 6-chloro-4-methoxy-nicotinic acid methyl ester (4.0 g, 19.8 mmol), 2,6-diethylphenyl boronic acid (7.0 g, 39.3 mmol), Na2CO3 (2M in H2O, 39 mL) and Pd(PPh3)4 (2.0 g, 1.7 mmol) in toluene (200 mL) is heated overnight at 80° C. under argon. On cooling, hexane (200 mL) is added and the organic layer separated. The organic layer is washed with 1N NaOH and water, dried (Na2SO4) and concentrated. The residue is purified by silica gel column (hexane/EtOAc 4:1) to give 6-(2,6-diethyl-phenyl...